Task: describe an organic reaction: reactants, conditions, products, and yield. Dataset: the Open Reaction Database (ORD), a public repository of structured organic reaction records The reactants are C\C(=C/C(=O)OCC)\C=C\C=C(/C)\C1=CC=2C(=CCC(C2C=C1)(C)C)C1=CC=C(C=C1)C (ethyl (E,E,E)-3-methyl-7-(5,6-dihydro-5,5-dimethyl-8-(4-methylphenyl)-2-naphthalenyl)-2,4,6-octatrienoate), C\C(=C/C(=O)OCC)\C=C\C=C(/C)\C1=CC=2C(=CCC(C2C=C1)(C)C)C1=CC=C(C=C1)C (ethyl (E,E,E)-3-methyl-7-(5,6-dihydro-5,5-dimethyl-8-(4-methylphenyl)-2-naphthalenyl)-2,4,6-octatrienoate), CO (methanol), [Li+].[OH-] (LiOH), Cl (HCl). Solvent: C1CCOC1 (THF), CCOCC (ether). Run at time 6 hour. The product is C\C(=C/C(=O)O)\C=C\C=C(/C)\C1=CC=2C(=CCC(C2C=C1)(C)C)C1=CC=C(C=C1)C ((E,E,E)-3-methyl-7-(5,6-dihydro-5,5-dimethyl-8-(4-methylphenyl)-2-naphthalenyl)-2,4,6-octatrienoic Acid). RXN SMILES: [CH3:1]/[C:2](/[CH:9]=[CH:10]/[CH:11]=[C:12](/[C:14]1[CH:23]=[CH:22][C:21]2[C:20]([CH3:25])([CH3:24])[CH2:19][CH:18]=[C:17]([C:26]3[CH:31]=[CH:30][C:29]([CH3:32])=[CH:28][CH:27]=3)[C:16]=2[CH:15]=1)\[CH3:13])=[CH:3]\[C:4]([O:6]CC)=[O:5].CO.[Li+].[OH-].Cl>C1COCC1.CCOCC>[CH3:1]/[C:2](/[CH:9]=[CH:10]/[CH:11]=[C:12](/[C:14]1[CH:23]=[CH:22][C:21]2[C:20]([CH3:24])([CH3:25])[CH2:19][CH:18]=[C:17]([C:26]3[CH:31]=[CH:30][C:29]([CH3:32])=[CH:28][CH:27]=3)[C:16]=2[CH:15]=1)\[CH3:13])=[CH:3]\[C:4]([OH:6])=[O:5] |f:2.3|. Reported procedure: To a solution of ethyl (E,E,E)-3-methyl-7-(5,6-dihydro-5,5-dimethyl-8-(4-methylphenyl)-2-naphthalenyl)-2,4,6-octatrienoate (Compound 51) 85.0 mg, 0.20 mmol) in THF (1 ml) and methanol (1 ml) was added 12.0 mg (0.50 mmol) of LiOH (0.5 ml, 1M solution). The mixture was stirred for 6 hours, diluted with ether (60 ml), acidified with 10% HCl (1 ml). The solution was washed with water, and saturated aqueous NaCl, before being dried over MgSO4. Removal of the solvents under reduced pressure afforded t... Starting materials: OC[C@@H](C)N1C(=CC2=C(C(=CC=C12)C#N)C(F)(F)F)C (1-[(1R)-2-Hydroxy-1-methylethyl]-2-methyl-4-(trifluoromethyl)-1H-indole-5-carbonitrile), N1=CC(=CC=C1)O (3-pyridinol). Product: CC=1N(C2=CC=C(C(=C2C1)C(F)(F)F)C#N)[C@@H](COC=1C=NC=CC1)C (2-Methyl-1-[(1R)-1-methyl-2-(3-pyridinyloxy)ethyl]-4-(trifluoromethyl)-1H-indole-5-carbonitrile). As a reaction SMILES: [OH:1][CH2:2][C@H:3]([N:5]1[C:13]2[C:8](=[C:9]([C:16]([F:19])([F:18])[F:17])[C:10]([C:14]#[N:15])=[CH:11][CH:12]=2)[CH:7]=[C:6]1[CH3:20])[CH3:4].[N:21]1[CH:26]=[CH:25][CH:24]=[C:23](O)[CH:22]=1>>[CH3:20][C:6]1[N:5]([C@H:3]([CH3:4])[CH2:2][O:1][C:23]2[CH:22]=[N:21][CH:26]=[CH:25][CH:24]=2)[C:13]2[C:8]([CH:7]=1)=[C:9]([C:16]([F:19])([F:17])[F:18])[C:10]([C:14]#[N:15])=[CH:11][CH:12]=2. Procedure: Synthesized as described in Example 139C using 1-[(1R)-2-hydroxy-1-methylethyl]-2-methyl-4-(trifluoromethyl)-1H-indole-5-carbonitrile (Example 329) and 3-pyridinol: MS (ES) m/z 360 (M+1). Reactants: [BH4-], CCO, O=C1C2CCN(CC2)C1CN1CCCCC1, [Na+]. Product: OC1C2CCN(CC2)C1CN1CCCCC1. As a reaction SMILES: [BH4-:17].[CH3:19][CH2:20][OH:21].[N:1]1([CH2:7][CH:8]2[N:9]3[CH2:10][CH2:11][CH:12]([C:13]2=[O:14])[CH2:15][CH2:16]3)[CH2:2][CH2:3][CH2:4][CH2:5][CH2:6]1.[Na+:18]>>[N:1]1([CH2:7][CH:8]2[N:9]3[CH2:10][CH2:11][CH:12]([CH:13]2[OH:14])[CH2:15][CH2:16]3)[CH2:2][CH2:3][CH2:4][CH2:5][CH2:6]1. The reactants are ClC1=CC(=C(C=C1)N(S(=O)(=O)C1=CC(=C(C=C1)OC)OC)CC#N)CC1=C(C=CC=C1F)F (N-[4-chloro-2-(2,6-difluorobenzyl)phenyl]-N-(cyanomethyl)-3,4-dimethoxybenzenesulfonamide), ClC1=CC(=C(C=C1)N(S(=O)(=O)C1=CC(=C(C=C1)OC)OC)CC#N)CC1=C(C=CC=C1F)F (N-[4-chloro-2-(2,6-difluorobenzyl)phenyl]-N-(cyanomethyl)-3,4-dimethoxybenzenesulfonamide), N(=[N+]=[N-])[Si](C)(C)C (azidotrimethylsilane), C(CCC)[Sn](CCCC)=O (dibutyltin oxide). Run in C1CCOC1 (THF). Product: ClC1=CC(=C(C=C1)N(S(=O)(=O)C1=CC(=C(C=C1)OC)OC)CC1=NN=NN1)CC1=C(C=CC=C1F)F (N-[4-chloro-2-(2,6-difluorobenzyl)phenyl]-3,4-dimethoxy-N-[(1H-tetrazol-5-yl)methyl]benzenesulfonamide). Isolated yield 74.0%. As a reaction SMILES: [Cl:1][C:2]1[CH:7]=[CH:6][C:5]([N:8]([CH2:22][C:23]#[N:24])[S:9]([C:12]2[CH:17]=[CH:16][C:15]([O:18][CH3:19])=[C:14]([O:20][CH3:21])[CH:13]=2)(=[O:11])=[O:10])=[C:4]([CH2:25][C:26]2[C:31]([F:32])=[CH:30][CH:29]=[CH:28][C:27]=2[F:33])[CH:3]=1.[N:34]([Si](C)(C)C)=[N+:35]=[N-:36].C([Sn](=O)CCCC)CCC>C1COCC1>[Cl:1][C:2]1[CH:7]=[CH:6][C:5]([N:8]([CH2:22][C:23]2[NH:36][N:35]=[N:34][N:24]=2)[S:9]([C:12]2[CH:17]=[CH:16][C:15]([O:18][CH3:19])=[C:14]([O:20][CH3:21])[CH:13]=2)(=[O:11])=[O:10])=[C:4]([CH2:25][C:26]2[C:31]([F:32])=[CH:30][CH:29]=[CH:28][C:27]=2[F:33])[CH:3]=1. Procedure: To 8.7 g of N-[4-chloro-2-(2,6-difluorobenzyl)phenyl]-N-(cyanomethyl)-3,4-dimethoxybenzenesulfonamide (compound 211), obtained in Example 18, dissolved in 100 ml of THF are added, at room temperature, 10 g of azidotrimethylsilane and 2.29 g of dibutyltin oxide, and the mixture is refluxed for 8 hours. The reaction medium is concentrated and the residue is chromatographed on a column of silica gel, eluting with a 99/1 (v/v) dichloromethane/methanol mixture to give 7 g of the expected product. Reactants: CC(C)C[Al+]CC(C)C, CCOC(=O)C=CC=CC=Cc1ccc(C(F)(F)F)cc1, [H-]. Product: OCC=CC=CC=Cc1ccc(C(F)(F)F)cc1. Reaction SMILES: [CH2:23]([Al+:24][CH2:25][CH:26]([CH3:27])[CH3:28])[CH:29]([CH3:30])[CH3:31].[F:1][C:2]([c:3]1[cH:4][cH:5][c:6]([CH:9]=[CH:10][CH:11]=[CH:12][CH:13]=[CH:14][C:15](=[O:16])[O:17][CH2:18][CH3:19])[cH:7][cH:8]1)([F:20])[F:21].[H-:22]>>[F:1][C:2]([c:3]1[cH:4][cH:5][c:6]([CH:9]=[CH:10][CH:11]=[CH:12][CH:13]=[CH:14][CH2:15][OH:16])[cH:7][cH:8]1)([F:20])[F:21].